From a dataset of the Open Reaction Database (ORD), a public repository of structured organic reaction records. describe an organic reaction: reactants, conditions, products, and yield Reactants: [N+](=O)([O-])C1=CC=C(C=C1)CCCC(=O)OC (methyl 4-(4-nitrophenyl)butanoate), CCCCCC (hexane). Solvent: ClCCl (dichloromethane), [H-].C(C(C)C)[Al+]CC(C)C (diisobutylaluminum hydride). Conditions: temperature 21 celsius, time 30 minute. Yields the product [N+](=O)([O-])C1=CC=C(C=C1)CCCC=O (4-(4-Nitrophenyl)butanal). Isolated yield 71.7%. RXN SMILES: [N+:1]([C:4]1[CH:9]=[CH:8][C:7]([CH2:10][CH2:11][CH2:12][C:13](OC)=[O:14])=[CH:6][CH:5]=1)([O-:3])=[O:2].CCCCCC>ClCCl.[H-].C([Al+]CC(C)C)C(C)C>[N+:1]([C:4]1[CH:5]=[CH:6][C:7]([CH2:10][CH2:11][CH2:12][CH:13]=[O:14])=[CH:8][CH:9]=1)([O-:3])=[O:2] |f:3.4|. Procedure details: To a stirred solution of methyl 4-(4-nitrophenyl)butanoate (63) (0.45 g, 2.02 mmol) in dichloromethane (30 mL), 1M diisobutylaluminum hydride (DIBAL) solution in hexane (2.62 mL, 2.62 mmol) was added at −78° C. After 30 min, the reaction mixture was quenched with saturated Rochelle's salt solution. The resulting mixture was stirred at 21° C. until both phases were clearly separated and the organic layer was clear. After extraction, the separated organic layer was dried over MgSO4, filtered, and ... The reactants are BrC1=CC(=C(C#N)C=C1)C (4-bromo-2-methylbenzonitrile), [Li+].CC(C)[N-]C(C)C (LDA), CI (Methyl iodide). Solvent: C1CCOC1 (THF). Conditions: time 30 minute. The product is BrC1=CC(=C(C#N)C=C1)CC (4-Bromo-2-ethylbenzonitrile). Reaction SMILES: [Br:1][C:2]1[CH:9]=[CH:8][C:5]([C:6]#[N:7])=[C:4]([CH3:10])[CH:3]=1.[Li+].[CH3:12]C([N-]C(C)C)C.CI>C1COCC1>[Br:1][C:2]1[CH:9]=[CH:8][C:5]([C:6]#[N:7])=[C:4]([CH2:10][CH3:12])[CH:3]=1 |f:1.2|. Procedure: To a solution of 4-bromo-2-methylbenzonitrile (0.4 g, 2.0 mmol) in dry THF (10 mL) was slowly added LDA (1.3 mL, 1.8 M in THF) at −78° C. and stirred at this temperature for additional 30 min. Methyl iodide (0.15 mL, 2.4 mmol) was added) at −78° C. to the above dark purple solution and the mixture was warmed to room temperature over 3 h. The reaction was quenched with water, extracted with ether, which was then was washed with brine, dried and concentrated. 4-Bromo-2-ethylbenzonitrile (0.34 g) w... Reactants: CCC(C)C(NC(C)=O)C(=O)O, CN1CCOCC1, COC(=O)Cl, ClCCl, Nc1ccc(-c2ccc(C(=O)O)c(=O)[nH]2)cc1. The product is CCC(C)C(NC(C)=O)C(=O)Nc1ccc(-c2ccc(C(=O)O)c(=O)[nH]2)cc1. RXN SMILES: [C:1]([CH3:2])(=[O:3])[NH:4][CH:5]([CH:6]([CH3:7])[CH2:8][CH3:9])[C:10](=[O:11])[OH:12].[CH3:13][N:14]1[CH2:15][CH2:16][O:17][CH2:18][CH2:19]1.[Cl:20][C:21]([O:22][CH3:23])=[O:24].[Cl:42][CH2:43][Cl:44].[NH2:25][c:26]1[cH:27][cH:28][c:29](-[c:32]2[nH:33][c:34](=[O:41])[c:35]([C:36](=[O:37])[OH:38])[cH:39][cH:40]2)[cH:30][cH:31]1>>[C:1]([CH3:2])(=[O:3])[NH:4][CH:5]([CH:6]([CH3:7])[CH2:8][CH3:9])[C:10](=[O:12])[NH:25][c:26]1[cH:27][cH:28][c:29](-[c:32]2[nH:33][c:34](=[O:41])[c:35]([C:36](=[O:37])[OH:38])[cH:39][cH:40]2)[cH:30][cH:31]1.